From a dataset of the Open Reaction Database (ORD), a public repository of structured organic reaction records. describe an organic reaction: reactants, conditions, products, and yield Reactants: COC(=O)c1ccccc1OCCc1ccc(OCC(=O)N(Cc2ccc(C(F)(F)F)cc2)CC(C)C)cc1, C1CCOC1, [Li+], [OH-]. Yields the product CC(C)CN(Cc1ccc(C(F)(F)F)cc1)C(=O)COc1ccc(CCOc2ccccc2C(=O)O)cc1. RXN SMILES: [CH2:1]([CH:2]([CH3:3])[CH3:4])[N:5]([C:6]([CH2:7][O:8][c:9]1[cH:10][cH:11][c:12]([CH2:15][CH2:16][O:17][c:18]2[c:19]([C:20](=[O:21])[O:22][CH3:23])[cH:24][cH:25][cH:26][cH:27]2)[cH:13][cH:14]1)=[O:28])[CH2:29][c:30]1[cH:31][cH:32][c:33]([C:36]([F:37])([F:38])[F:39])[cH:34][cH:35]1.[CH2:42]1[O:43][CH2:44][CH2:45][CH2:46]1.[Li+:40].[OH-:41]>>[CH2:1]([CH:2]([CH3:3])[CH3:4])[N:5]([C:6]([CH2:7][O:8][c:9]1[cH:10][cH:11][c:12]([CH2:15][CH2:16][O:17][c:18]2[c:19]([C:20](=[O:21])[OH:22])[cH:24][cH:25][cH:26][cH:27]2)[cH:13][cH:14]1)=[O:28])[CH2:29][c:30]1[cH:31][cH:32][c:33]([C:36]([F:37])([F:38])[F:39])[cH:34][cH:35]1. Starting materials: CC(=O)O (HOAc), O (H2O), CC=1C=C2CCCC2=CC1[N+](=O)[O-] (5-methyl-6-nitroindane). The reagents and catalysts are [Fe] (Fe). The solvent is CCO (EtOH). Conditions: temperature 90 celsius. Product: CC=1C=C2CCCC2=CC1N (5-methyl-6-aminoindane). RXN SMILES: CC(O)=O.O.[CH3:6][C:7]1[CH:8]=[C:9]2[C:13](=[CH:14][C:15]=1[N+:16]([O-])=O)[CH2:12][CH2:11][CH2:10]2>CCO.[Fe]>[CH3:6][C:7]1[CH:8]=[C:9]2[C:13](=[CH:14][C:15]=1[NH2:16])[CH2:12][CH2:11][CH2:10]2. Procedure details: 5-Amino-6-nitroindane (4 g) is dissolved in 10 mL of MeOH, 30 mL of H2O and 20 mL of H2SO4, and cooled to 0° C. A solution of 1.72 g of NaNO2 (24.9 mmol) in 5 mL of H2O is added dropwise, keeping the temperature of the reaction below 8° C. The mixture is allowed to stir for 30 minutes. This mixture is then added dropwise to a mixture of CuBr (1.8 g, 12.5 mmol) and 6 mL of 48% HBr in 30 mL of H2O that is heated to 60° C. The reaction is cooled and added to H2O and EtOAc. The organic layer is sepa... Starting materials: O=C([O-])[O-], Cc1cc(C)c2c(c1)C(=O)CCC2, CCO, Cl, NO, [Na+], [Na+], O. The product is Cc1cc(C)c2c(c1)C(=NO)CCC2. RXN SMILES: [C:18](=[O:19])([O-:20])[O-:21].[CH3:1][c:2]1[c:3]2[c:8]([cH:9][c:10]([CH3:12])[cH:11]1)[C:7](=[O:13])[CH2:6][CH2:5][CH2:4]2.[CH3:24][CH2:25][OH:26].[ClH:14].[NH2:15][OH:16].[Na+:22].[Na+:23].[OH2:17]>>[CH3:1][c:2]1[c:3]2[c:8]([cH:9][c:10]([CH3:12])[cH:11]1)[C:7](=[N:15][OH:16])[CH2:6][CH2:5][CH2:4]2. Reactants: CO, C[O-], [Cu], Nc1ccc(Br)cn1, [Na+]. Product: COc1ccc(N)nc1. Reaction SMILES: [CH3:12][OH:13].[CH3:9][O-:10].[Cu:14].[NH2:1][c:2]1[n:3][cH:4][c:5]([Br:8])[cH:6][cH:7]1.[Na+:11]>>[NH2:1][c:2]1[n:3][cH:4][c:5]([O:10][CH3:9])[cH:6][cH:7]1. The reactants are CC=1C=C2C=C(NC2=CC1)C(=O)O (5-methylindole-2-carboxylic acid), CC(CC1CCNCC1)(C)O (2-methyl-1-(piperidin-4-yl)-2-propanol), Cl.C(C)N=C=NCCCN(C)C (1-ethyl-3-(dimethylaminopropyl)carbodiimide hydrochloride), ON1N=NC2=C1C=CC=C2 (1-hydroxybenzotriazole), Cl (hydrochloric acid). Run in CN(C)C=O (DMF). Run at time 1 day. Product: CC(CC1CCN(CC1)C(=O)C=1NC2=CC=C(C=C2C1)C)(C)O (2-methyl-1-{1-[(5-methyl-1H-indol-2-yl)carbonyl]piperidin-4-yl}propan-2-ol). The yield is 71.4%. As a reaction SMILES: [CH3:1][C:2]1[CH:3]=[C:4]2[C:8](=[CH:9][CH:10]=1)[NH:7][C:6]([C:11]([OH:13])=O)=[CH:5]2.[CH3:14][C:15]([OH:24])([CH3:23])[CH2:16][CH:17]1[CH2:22][CH2:21][NH:20][CH2:19][CH2:18]1.Cl.C(N=C=NCCCN(C)C)C.ON1C2C=CC=CC=2N=N1.Cl>CN(C=O)C>[CH3:23][C:15]([OH:24])([CH3:14])[CH2:16][CH:17]1[CH2:18][CH2:19][N:20]([C:11]([C:6]2[NH:7][C:8]3[C:4]([CH:5]=2)=[CH:3][C:2]([CH3:1])=[CH:10][CH:9]=3)=[O:13])[CH2:21][CH2:22]1 |f:2.3|. Procedure details: To a solution of 1800 mg of 5-methylindole-2-carboxylic acid and 1500 mg of 2-methyl-1-(piperidin-4-yl)-2-propanol in 25 mL of DMF were added 2100 mg of 1-ethyl-3-(dimethylaminopropyl)carbodiimide hydrochloride and 1500 mg of 1-hydroxybenzotriazole, followed by stirring at room temperature for 1 day. 0.5M aqueous hydrochloric acid was added to the reaction liquid, followed by extraction with ethyl acetate. The organic layer was washed with 0.5M aqueous sodium hydroxide solution and saturated aqu... Reactants: ClC1=CC=C(C=C1)C1=NC2=C(N1C(CO)C1CCCCC1)C=C(C(=C2)F)F (2-[2-(4-chloro-phenyl)-5,6-difluoro-benzoimidazol-1-yl]-2-cyclohexyl-ethanol), COC(COC1=CC=C(C=C1)O)=O ((4-hydroxy-phenoxy)-acetic acid methyl ester), C(CCC)P(CCCC)CCCC (tri-n-butylphosphin), CN(C)C(=O)/N=N/C(=O)N(C)C (N,N′,N′-tetramethylazodicarboxamide). Product: COC(COC1=CC=C(C=C1)OCC(C1CCCCC1)N1C(=NC2=C1C=C(C(=C2)F)F)C2=CC=C(C=C2)Cl)=O ((4-{2-[2-(4-Chloro-phenyl)-5,6-difluoro-benzoimidazol-1-yl]-2-cyclohexyl-ethoxy}-phenoxy)-acetic acid methyl ester). RXN SMILES: [Cl:1][C:2]1[CH:7]=[CH:6][C:5]([C:8]2[N:12]([CH:13]([CH:16]3[CH2:21][CH2:20][CH2:19][CH2:18][CH2:17]3)[CH2:14][OH:15])[C:11]3[CH:22]=[C:23]([F:27])[C:24]([F:26])=[CH:25][C:10]=3[N:9]=2)=[CH:4][CH:3]=1.[CH3:28][O:29][C:30](=[O:40])[CH2:31][O:32][C:33]1[CH:38]=[CH:37][C:36](O)=[CH:35][CH:34]=1.C(P(CCCC)CCCC)CCC.CN(C(/N=N/C(N(C)C)=O)=O)C>>[CH3:28][O:29][C:30](=[O:40])[CH2:31][O:32][C:33]1[CH:38]=[CH:37][C:36]([O:15][CH2:14][CH:13]([N:12]2[C:11]3[CH:22]=[C:23]([F:27])[C:24]([F:26])=[CH:25][C:10]=3[N:9]=[C:8]2[C:5]2[CH:6]=[CH:7][C:2]([Cl:1])=[CH:3][CH:4]=2)[CH:16]2[CH2:17][CH2:18][CH2:19][CH2:20][CH2:21]2)=[CH:35][CH:34]=1. Procedure: The title compound was prepared in analogy to Example 4, intermediate, from 2-[2-(4-chloro-phenyl)-5,6-difluoro-benzoimidazol-1-yl]-2-cyclohexyl-ethanol (Ex. 1, int. c), (4-hydroxy-phenoxy)-acetic acid methyl ester (commercially available), tri-n-butylphosphin and N,N′,N′-tetramethylazodicarboxamide. The compound was purified by preparative HPLC (phenomenex gemini column) eluting with a gradient of acetonitril:water (50:50 to 95:5). Colorless oil. MS (Turbo Spray): m/z=555.2 [M+H]. Starting materials: ClC=1C=C(C=C(C1CC1=NC2=CC=CC=C2C=C1)Cl)N (3,5-Dichloro-4-quinolin-2-ylmethyl-phenylamine), ClC1=C(C=CC(=C1)C(F)(F)F)S(=O)(=O)Cl (2-chloro-4-trifluromethylbenzenesulfonyl chloride). Solvent: N1=CC=CC=C1 (pyridine). Product: ClC1=C(C=CC(=C1)C(F)(F)F)S(=O)(=O)NC1=CC(=C(C(=C1)Cl)CC1=NC2=CC=CC=C2C=C1)Cl (2-Chloro-N-(3,5-dichloro-4-quinolin-2-ylmethyl-phenyl)4-trifluoromethyl-benzenesulfonamide). As a reaction SMILES: [Cl:1][C:2]1[CH:3]=[C:4]([NH2:20])[CH:5]=[C:6]([Cl:19])[C:7]=1[CH2:8][C:9]1[CH:18]=[CH:17][C:16]2[C:11](=[CH:12][CH:13]=[CH:14][CH:15]=2)[N:10]=1.[Cl:21][C:22]1[CH:27]=[C:26]([C:28]([F:31])([F:30])[F:29])[CH:25]=[CH:24][C:23]=1[S:32](Cl)(=[O:34])=[O:33]>N1C=CC=CC=1>[Cl:21][C:22]1[CH:27]=[C:26]([C:28]([F:30])([F:29])[F:31])[CH:25]=[CH:24][C:23]=1[S:32]([NH:20][C:4]1[CH:5]=[C:6]([Cl:19])[C:7]([CH2:8][C:9]2[CH:18]=[CH:17][C:16]3[C:11](=[CH:12][CH:13]=[CH:14][CH:15]=3)[N:10]=2)=[C:2]([Cl:1])[CH:3]=1)(=[O:34])=[O:33]. Procedure details: 2-Chloro-N-(3,5-dichloro-4-quinolin-2-ylmethyl-phenyl)4-trifluoromethyl-benzenesulfonamide was synthesized (84%) from 3,5-dichloro-4-quinolin-2-ylmethyl-phenylamine (223), 2-chloro-4-trifluromethylbenzenesulfonyl chloride (Maybridge) and pyridine (EM) in a similar manner as described in Examples 70-91. 1H NMR (400 MHz, DMSO-d6) δ 11.45 (br s, 1H), 8.34 (d, J=8.3 Hz, 1H), 8.24 (d, J=8.5 Hz, 1H), 8.19 (s, 1H), 8.00 (d, J=8.3 Hz, 1H), 7.91 (d, J=8.0 Hz, 1H), 7.76 (d, J=8.3 Hz, 1H), 7.67 (td, J=7.8,...